From a dataset of the Open Reaction Database (ORD), a public repository of structured organic reaction records. describe an organic reaction: reactants, conditions, products, and yield Starting materials: Cl.[N+](=O)([O-])C1=CC=C(C=C1)OC(NC1=CC(=CC=C1)C1CN(CC2=C(C=C(C=C12)Cl)Cl)C)=O ([3-(6,8-Dichloro-2-methyl-1,2,3,4-tetrahydro-isoquinolin-4-yl)-phenyl]-carbamic Acid 4-nitro-phenyl Ester—Hydrochloride Salt), Cl.[N+](=O)([O-])C1=CC=C(C=C1)OC(NC1=CC(=CC=C1)C1CN(CC2=C(C=C(C=C12)Cl)Cl)C)=O ([3-(6,8-Dichloro-2-methyl-1,2,3,4-tetrahydro-isoquinolin-4-yl)-phenyl]-carbamic Acid 4-nitro-phenyl Ester—Hydrochloride Salt), NCCO (2-Aminoethanol). Solvent: CN(C)C=O (DMF), CN(C)C=O (DMF). Run at time 3 hour. Product: ClC=1C=C2C(CN(CC2=C(C1)Cl)C)C=1C=C(C=CC1)NC(=O)NCCO (1-[3-(6,8-Dichloro-2-methyl-1,2,3,4-tetrahydro-isoquinoline-4-yl)-phenyl]-3-(2-hydroxy-ethyl)-urea). Yield: 67.2%. RXN SMILES: Cl.[N+](C1C=CC([O:11][C:12](=O)[NH:13][C:14]2[CH:19]=[CH:18][CH:17]=[C:16]([CH:20]3[C:29]4[C:24](=[C:25]([Cl:31])[CH:26]=[C:27]([Cl:30])[CH:28]=4)[CH2:23][N:22]([CH3:32])[CH2:21]3)[CH:15]=2)=CC=1)([O-])=O.[NH2:34][CH2:35][CH2:36][OH:37]>CN(C=O)C>[Cl:30][C:27]1[CH:28]=[C:29]2[C:24](=[C:25]([Cl:31])[CH:26]=1)[CH2:23][N:22]([CH3:32])[CH2:21][CH:20]2[C:16]1[CH:15]=[C:14]([NH:13][C:12]([NH:34][CH2:35][CH2:36][OH:37])=[O:11])[CH:19]=[CH:18][CH:17]=1 |f:0.1|. Procedure: 509 mg (1,0 mmol) [3-(6,8-Dichloro-2-methyl-1,2,3,4-tetrahydro-isoquinolin-4-yl)-phenyl]-carbamic-acid 4-nitro-phenyl-ester-Hydrochloride (example 151, intermediate 1) were dissolved in 15 ml DMF and at 0° C. a solution of 67,2 mg (1,1 mmol) of 2-Aminoethanol in 10 ml DMF was added. After stirring for 3 h at room temperature the solvent was removed i. vac. The residue was dissolved in ethylacetate and washed with sat. NaHCO3-solution. The organic layer was separated and the aqueous layer was ext... Starting materials: C1CCOC1, COC(=O)c1ccc(CN(C2CC(F)(F)CCNC2=O)S(=O)(=O)c2ccc(Cl)cc2)c(F)c1, CO, [Na+], [OH-]. Yields the product O=C(O)c1ccc(CN(C2CC(F)(F)CCNC2=O)S(=O)(=O)c2ccc(Cl)cc2)c(F)c1. Reaction SMILES: [CH2:36]1[O:37][CH2:38][CH2:39][CH2:40]1.[CH3:1][O:2][C:3]([c:4]1[cH:5][c:6]([F:32])[c:7]([CH2:10][N:11]([CH:12]2[C:13](=[O:21])[NH:14][CH2:15][CH2:16][C:17]([F:19])([F:20])[CH2:18]2)[S:22](=[O:23])(=[O:24])[c:25]2[cH:26][cH:27][c:28]([Cl:31])[cH:29][cH:30]2)[cH:8][cH:9]1)=[O:33].[CH3:41][OH:42].[Na+:35].[OH-:34]>>[O:2]=[C:3]([c:4]1[cH:5][c:6]([F:32])[c:7]([CH2:10][N:11]([CH:12]2[C:13](=[O:21])[NH:14][CH2:15][CH2:16][C:17]([F:19])([F:20])[CH2:18]2)[S:22](=[O:23])(=[O:24])[c:25]2[cH:26][cH:27][c:28]([Cl:31])[cH:29][cH:30]2)[cH:8][cH:9]1)[OH:33]. Reactants: BrCC1=CSC=C1 (3-bromomethyl-thiophene), C1(=CC=CC=C1)P(C1=CC=CC=C1)C1=CC=CC=C1 (triphenylphosphine). The solvent is C1=CC=CC=C1 (benzene). The product is [Br-].C1=C(C=CS1)C[P+](C1=CC=CC=C1)(C1=CC=CC=C1)C1=CC=CC=C1 ((3-thenyl)triphenylphosphonium bromide). As a reaction SMILES: [Br:1][CH2:2][C:3]1[CH:7]=[CH:6][S:5][CH:4]=1.[C:8]1([P:14]([C:21]2[CH:26]=[CH:25][CH:24]=[CH:23][CH:22]=2)[C:15]2[CH:20]=[CH:19][CH:18]=[CH:17][CH:16]=2)[CH:13]=[CH:12][CH:11]=[CH:10][CH:9]=1>C1C=CC=CC=1>[Br-:1].[CH:4]1[S:5][CH:6]=[CH:7][C:3]=1[CH2:2][P+:14]([C:15]1[CH:16]=[CH:17][CH:18]=[CH:19][CH:20]=1)([C:21]1[CH:26]=[CH:25][CH:24]=[CH:23][CH:22]=1)[C:8]1[CH:9]=[CH:10][CH:11]=[CH:12][CH:13]=1 |f:3.4|. Procedure: 34.3 G. of 3-bromomethyl-thiophene and 61.0 g. of triphenylphosphine were dissolved in 500 ml. of benzene. The resulting mixture was refluxed overnight under argon and then cooled to room temperature. The tan phosphonium salt which precipitated was collected by filtration, washed several times with toluene and dried at 100° C. under high vacuum to yield (3-thenyl)triphenylphosphonium bromide, m.p. >270° C. Reactants: Br, CC(=O)[O-], [K+], O, O=c1c(CCCO)c(O)c2cccnc2n1-c1ccccc1. Yields the product O=c1c2c(c3cccnc3n1-c1ccccc1)OCCC2. RXN SMILES: [BrH:29].[CH3:25][C:26](=[O:27])[O-:28].[K+:24].[OH2:23].[OH:1][c:2]1[c:3]([CH2:19][CH2:20][CH2:21][OH:22])[c:4](=[O:18])[n:5](-[c:12]2[cH:13][cH:14][cH:15][cH:16][cH:17]2)[c:6]2[n:7][cH:8][cH:9][cH:10][c:11]12>>[O:1]1[c:2]2[c:3]([c:4](=[O:18])[n:5](-[c:12]3[cH:13][cH:14][cH:15][cH:16][cH:17]3)[c:6]3[n:7][cH:8][cH:9][cH:10][c:11]23)[CH2:19][CH2:20][CH2:21]1. Starting materials: CN(C)CC1(CCOCC1)C1=CC=C(C=C1)O (4-(4-Dimethylaminomethyl-tetrahydro-pyran-4-yl)-phenol), ClCC(CN1CCCC1)C (1-(3-chloro-2-methyl-propyl)-pyrrolidine), C(=O)([O-])[O-].[K+].[K+] (K2CO3). Run in CN(C)C=O (DMF). Yields the product CN(CC1(CCOCC1)C1=CC=C(C=C1)OCC(CN1CCCC1)C)C (Dimethyl-{4-[4-(2-methyl-3-pyrrolidin-yl-propoxy)-phenyl]-tetrahydro-pyran-4-ylmethyl}-amine). Isolated yield 41.5%. Reaction SMILES: [CH3:1][N:2]([CH2:4][C:5]1([C:11]2[CH:16]=[CH:15][C:14]([OH:17])=[CH:13][CH:12]=2)[CH2:10][CH2:9][O:8][CH2:7][CH2:6]1)[CH3:3].Cl[CH2:19][CH:20]([CH3:27])[CH2:21][N:22]1[CH2:26][CH2:25][CH2:24][CH2:23]1.C([O-])([O-])=O.[K+].[K+]>CN(C=O)C>[CH3:3][N:2]([CH3:1])[CH2:4][C:5]1([C:11]2[CH:16]=[CH:15][C:14]([O:17][CH2:19][CH:20]([CH3:27])[CH2:21][N:22]3[CH2:26][CH2:25][CH2:24][CH2:23]3)=[CH:13][CH:12]=2)[CH2:6][CH2:7][O:8][CH2:9][CH2:10]1 |f:2.3.4|. Procedure: 4-(4-Dimethylaminomethyl-tetrahydro-pyran-4-yl)-phenol (0.91 g, 3.87 mmol), 1-(3-chloro-2-methyl-propyl)-pyrrolidine (500 mg, 3.10 mmol), DMF (5 ml) and K2CO3 (2.14 g, 15.50 mmol) were reacted together according to general procedure B. The organic phase was washed with 2M NaOH (3×20 ml), water (2×20 ml), dried over MgSO4, fitered and concentrated in vacuo at 35° C. The crude material was subjected to chromatography on silica eluting with DCM:MeOH:NH3 (97:2:1) to provide the title compound (464 m... Starting materials: C[O-], CO, O=Cc1ccc([N+](=O)[O-])cc1, [Na+], CCO[PH](=O)OCC. The product is CCOP(=O)(OCC)C(O)c1ccc([N+](=O)[O-])cc1. As a reaction SMILES: [CH3:20][O-:21].[CH3:23][OH:24].[N+:1](=[O:2])([O-:3])[c:4]1[cH:5][cH:6][c:7]([CH:8]=[O:9])[cH:10][cH:11]1.[Na+:22].[PH:12]([O:13][CH2:14][CH3:15])([O:16][CH2:17][CH3:18])=[O:19]>>[N+:1](=[O:2])([O-:3])[c:4]1[cH:5][cH:6][c:7]([CH:8]([OH:9])[P:12]([O:13][CH2:14][CH3:15])([O:16][CH2:17][CH3:18])=[O:19])[cH:10][cH:11]1. The reactants are ClC1=CC(=NC=N1)NC1=NC(=CC=C1)N (N2-(6-chloropyrimidin-4-yl)pyridine-2,6-diamine), N1CCOCC1 (morpholine), O.[Cl-].[Na+].O (water brine). Run in C1CCOC1 (THF). Product: NC1=CC=CC(=N1)NC1=NC=NC(=C1)NC1=CC=CC=C1 (N4-(6-aminopyridin-2-yl)-N6-phenylpyrimidine-4,6-diamine). The yield is 127.4%. As a reaction SMILES: Cl[C:2]1[N:7]=[CH:6][N:5]=[C:4]([NH:8][C:9]2[CH:14]=[CH:13][CH:12]=[C:11]([NH2:15])[N:10]=2)[CH:3]=1.[NH:16]1[CH2:21][CH2:20]OCC1.O.[Cl-].[Na+].O>C1COCC1>[NH2:15][C:11]1[N:10]=[C:9]([NH:8][C:4]2[CH:3]=[C:2]([NH:16][C:21]3[CH:20]=[CH:14][CH:13]=[CH:12][CH:11]=3)[N:7]=[CH:6][N:5]=2)[CH:14]=[CH:13][CH:12]=1 |f:2.3.4.5|. Procedure details: 4-Fluoro-3-nitroaniline (1, 1 g, 1 equiv.) and morpholine (1.67 g, 3 equiv.) were dissolved in THF (10 mL). The reaction mixture was heated at reflux overnight. After cooling, water/brine (10 mL) was added, the mixture was agitated, and the layers were separated. The organic phase was dried over sodium sulfate, and the solvent was removed via rotary evaporation. The material was purified by flash chromatography using 0-40% gradient of heptane/EtOAc to give 800 mg of 3 as an orange-red solid. Starting materials: CC(C1=CC=CC=C1)N.C1(=CC=CS1)C(=O)C1=CC=C(C(C(=O)O)C)C=C1 ((-)-p-(2-thenoyl)hydratropic acid α-methyl-benzylamine), Cl (hydrochloric acid). Solvent: O (water). Reaction SMILES: CC(N)C1C=CC=CC=1.[C:10]1([C:15]([C:17]2[CH:27]=[CH:26][C:20]([CH:21]([CH3:25])[C:22]([OH:24])=[O:23])=[CH:19][CH:18]=2)=[O:16])[S:14][CH:13]=[CH:12][CH:11]=1.Cl>O>[C:10]1([C:15]([C:17]2[CH:27]=[CH:26][C:20]([CH:21]([CH3:25])[C:22]([OH:24])=[O:23])=[CH:19][CH:18]=2)=[O:16])[S:14][CH:13]=[CH:12][CH:11]=1 |f:0.1|. The product is C1(=CC=CS1)C(=O)C1=CC=C(C(C(=O)O)C)C=C1 ((+)-p-(2-thenoyl)hydratropic acid). Reported procedure: 1.5 Parts of (-)-p-(2-thenoyl)hydratropic acid α-methyl-benzylamine are suspended in water and acidified with hydrochloric acid. The product is extracted with ether. The organic layer is washed with water, dried and evaporated. The oily residue solidifies on triturating in petroleumether. The solified product is filtered off and dried in vacuo at 50° C, yielding (+)-p-(2-thenoyl)hydratropic acid; [α] (1% in MeOH) = +44.5°. Starting materials: mixture, Cl (HCl), N1C(C(=O)OCC)CCCC1 (Ethyl pipecolinate), ClC1=CC(=C(N)C=C1OC(C)C)F (4-Chloro-2-fluoro-5-(1 -methylethoxy)aniline), resultant mixture, C[Al](C)C (trimethylaluminum). The solvent is C(Cl)Cl (methylene chloride), O (H2O), C(Cl)Cl (CH2Cl2). Reaction conditions: time 2 day. The product is ClC1=CC(=C(C=C1OC(C)C)NC(=O)C1NCCCC1)F (N-[4-Chloro-2-fluoro-5-(1 -methylethoxy)phenyl]piperidine-2-carboxamide). Reaction SMILES: [Cl:1][C:2]1[C:8]([O:9][CH:10]([CH3:12])[CH3:11])=[CH:7][C:5]([NH2:6])=[C:4]([F:13])[CH:3]=1.C[Al](C)C.[NH:18]1[CH2:28][CH2:27][CH2:26][CH2:25][CH:19]1[C:20](OCC)=[O:21].Cl>C(Cl)Cl.O>[Cl:1][C:2]1[C:8]([O:9][CH:10]([CH3:11])[CH3:12])=[CH:7][C:5]([NH:6][C:20]([CH:19]2[CH2:25][CH2:26][CH2:27][CH2:28][NH:18]2)=[O:21])=[C:4]([F:13])[CH:3]=1. Procedure: The product of Example 1, Step A (4.25 g, 26.37 mmol) was dissolved in CH2Cl2 (200 mL). A solution of 2.0M trimethylaluminum (52.75 mmol) was added dropwise under nitrogen at 0° C. The resultant mixture was stirred at room temperature overnight. Ethyl pipecolinate (4.15 g) was added dropwise to the mixture and the mixture was stirred for 2 days. To the reaction mixture 6N HCl (100 mL) was added dropwise at 0° C. 200 mL of H2O was added, followed by the addition of 150 mL of methylene chloride. T... Reactants: O=C1CC(C(F)(F)F)CC(=O)O1, C#CCN1C(=O)COc2ccc(N)cc21. The product is C#CCN1C(=O)COc2ccc(NC(=O)CC(CC(=O)O)C(F)(F)F)cc21. As a reaction SMILES: [F:16][C:17]([CH:18]1[CH2:19][C:20](=[O:21])[O:22][C:23](=[O:25])[CH2:24]1)([F:26])[F:27].[NH2:1][c:2]1[cH:3][cH:4][c:5]2[c:6]([cH:15]1)[N:7]([CH2:12][C:13]#[CH:14])[C:8](=[O:11])[CH2:9][O:10]2>>[NH:1]([c:2]1[cH:3][cH:4][c:5]2[c:6]([cH:15]1)[N:7]([CH2:12][C:13]#[CH:14])[C:8](=[O:11])[CH2:9][O:10]2)[C:23]([CH2:24][CH:18]([C:17]([F:16])([F:26])[F:27])[CH2:19][C:20](=[O:21])[OH:22])=[O:25].